This data is from the Open Reaction Database (ORD), a public repository of structured organic reaction records. The task is: describe an organic reaction: reactants, conditions, products, and yield Reactants: intermediate 4, BrC=1C=C2C=CNC(C2=CC1)=O (6-Bromo-2H-isoquinolin-1-one), BrCC1=CC=C(C(=O)OC)C=C1 (4-(bromomethyl)benzoic acid, methyl ester). The product is BrC=1C=C2C=CN(C(C2=CC1)=O)CC1=CC=C(C(=O)OC)C=C1 (4-((6-Bromo-1-oxoisoquinolin-2(1H)-yl)methyl)benzoic acid, methyl ester). Reaction SMILES: [Br:1][C:2]1[CH:3]=[C:4]2[C:9](=[CH:10][CH:11]=1)[C:8](=[O:12])[NH:7][CH:6]=[CH:5]2.Br[CH2:14][C:15]1[CH:24]=[CH:23][C:18]([C:19]([O:21][CH3:22])=[O:20])=[CH:17][CH:16]=1>>[Br:1][C:2]1[CH:3]=[C:4]2[C:9](=[CH:10][CH:11]=1)[C:8](=[O:12])[N:7]([CH2:14][C:15]1[CH:24]=[CH:23][C:18]([C:19]([O:21][CH3:22])=[O:20])=[CH:17][CH:16]=1)[CH:6]=[CH:5]2. Procedure: The sub-title compound was prepared by the method of intermediate 4, using intermediate 1 and 4-(bromomethyl)benzoic acid, methyl ester. Starting materials: BrC1=CN=C2N1C=CN=C2NCCO (2-(3-bromo-imidazo[1,2-a]pyrazin-8-ylamino)-ethanol), CSC1=NC=CC(=N1)[Sn](CCCC)(CCCC)CCCC (2-methylsulfanyl-4-tributylstannanyl-pyrimidine), N1CCOCC1 (morpholine). RXN SMILES: Br[C:2]1[N:6]2[CH:7]=[CH:8][N:9]=[C:10]([NH:11][CH2:12][CH2:13][OH:14])[C:5]2=[N:4][CH:3]=1.CS[C:17]1[N:22]=[C:21]([Sn](CCCC)(CCCC)CCCC)[CH:20]=[CH:19][N:18]=1.[NH:36]1[CH2:41][CH2:40][O:39][CH2:38][CH2:37]1>>[N:36]1([C:17]2[N:18]=[C:19]([C:2]3[N:6]4[CH:7]=[CH:8][N:9]=[C:10]([NH:11][CH2:12][CH2:13][OH:14])[C:5]4=[N:4][CH:3]=3)[CH:20]=[CH:21][N:22]=2)[CH2:41][CH2:40][O:39][CH2:38][CH2:37]1. Procedure: 2-[3-(2-Morpholin-4-yl-pyrimidin-4-yl)-imidazo[1,2-a]pyrazin-8-ylamino]-ethanol was prepared by a process analogous to that described in Example 12 starting from 2-(3-bromo-imidazo[1,2-a]pyrazin-8-ylamino)-ethanol (from Example 2 supra), 2-methylsulfanyl-4-tributylstannanyl-pyrimidine, and morpholine. LC-MS: [M+H]+ 342.3. Yields the product N1(CCOCC1)C1=NC=CC(=N1)C1=CN=C2N1C=CN=C2NCCO (2-[3-(2-Morpholin-4-yl-pyrimidin-4-yl)-imidazo[1,2-a]pyrazin-8-ylamino]-ethanol). Starting materials: ClC1=C(C=C(COC2=CC=C(C=C2)[C@H](CC(=O)N2C(OC[C@@H]2CC2=CC=CC=C2)=O)C2=NOC=C2)C=C1)OC(F)(F)F ((S)-3-((S)-3-(4-(4-Chloro-3-(trifluoromethoxy)benzyloxy)-phenyl)-3-(isoxazol-3-yl)propanoyl)-4-benzyloxazolidin-2-one), C1CCOC1 (THF), LiO2H, [Li+].[OH-] (LiOH), OO (H2O2). Run in O (water). Run at temperature 0 celsius, time 1.5 hour. The product is ClC1=C(C=C(COC2=CC=C(C=C2)[C@H](CC(=O)O)C2=NOC=C2)C=C1)OC(F)(F)F ((S)-3-(4-(4-chloro-3-(trifluoromethoxy)benzyloxy)phenyl)-3-(isoxazol-3-yl)propanoic acid). RXN SMILES: [Li+].[OH-:2].OO.[Cl:5][C:6]1[CH:41]=[CH:40][C:9]([CH2:10][O:11][C:12]2[CH:17]=[CH:16][C:15]([C@@H:18]([C:35]3[CH:39]=[CH:38][O:37][N:36]=3)[CH2:19]C(N3[C@@H](CC4C=CC=CC=4)COC3=O)=O)=[CH:14][CH:13]=2)=[CH:8][C:7]=1[O:42][C:43]([F:46])([F:45])[F:44].C1[CH2:51][O:50]CC1>O>[Cl:5][C:6]1[CH:41]=[CH:40][C:9]([CH2:10][O:11][C:12]2[CH:17]=[CH:16][C:15]([C@@H:18]([C:35]3[CH:39]=[CH:38][O:37][N:36]=3)[CH2:19][C:51]([OH:50])=[O:2])=[CH:14][CH:13]=2)=[CH:8][C:7]=1[O:42][C:43]([F:45])([F:44])[F:46] |f:0.1|. Reported procedure: A fresh aqueous solution of LiO2H, prepared from mixing a solution of LiOH (2.1 mL, 3.33 M in water) with H2O2 (1.54 mL, 33% in water) at 0° C., was slowly added to a cooled mixture of 35.3 (2.02 g, 3.39 mmol) in THF (20.0 mL) and water (10 mL) at 0° C. The resulting reaction mixture was stirred at 0° C. for 1.5 hours. The reaction was then quenched by adding a 1.5 N aqueous solution of Na2SO3 at 0° C. Water (150 mL) was added, and the aqueous solution was extracted with diethyl ether (30×3 mL) ... The reactants are CN(C)C=O, O=S(=O)(O)c1ccc(OCc2ccc(F)cc2)cc1, [Na], O=S(Cl)Cl. The product is O=S(=O)(Cl)c1ccc(OCc2ccc(F)cc2)cc1. As a reaction SMILES: [CH3:25][N:26]([CH3:27])[CH:28]=[O:29].[F:2][c:3]1[cH:4][cH:5][c:6]([CH2:7][O:8][c:9]2[cH:10][cH:11][c:12]([S:15](=[O:16])(=[O:17])[OH:18])[cH:13][cH:14]2)[cH:19][cH:20]1.[Na:1].[S:21]([Cl:22])([Cl:23])=[O:24]>>[F:2][c:3]1[cH:4][cH:5][c:6]([CH2:7][O:8][c:9]2[cH:10][cH:11][c:12]([S:15](=[O:16])(=[O:17])[Cl:23])[cH:13][cH:14]2)[cH:19][cH:20]1. Reactants: C1CCOC1, Nc1ccc(NCCN2CCOCC2)cc1, Cc1cc(C(=O)Nc2cccc(C(=O)c3ccc4c(c3)NC(=O)C4=CO)c2)n(C)n1. Yields the product Cc1cc(C(=O)Nc2cccc(C(=O)c3ccc4c(c3)NC(=O)C4=CNc3ccc(NCCN4CCOCC4)cc3)c2)n(C)n1. RXN SMILES: [CH2:47]1[O:48][CH2:49][CH2:50][CH2:51]1.[O:31]1[CH2:32][CH2:33][N:34]([CH2:37][CH2:38][NH:39][c:40]2[cH:41][cH:42][c:43]([NH2:46])[cH:44][cH:45]2)[CH2:35][CH2:36]1.[OH:1][CH:2]=[C:3]1[C:4](=[O:30])[NH:5][c:6]2[cH:7][c:8]([C:12](=[O:13])[c:14]3[cH:15][c:16]([NH:20][C:21](=[O:22])[c:23]4[n:24]([CH3:29])[n:25][c:26]([CH3:28])[cH:27]4)[cH:17][cH:18][cH:19]3)[cH:9][cH:10][c:11]21>>[CH:2](=[C:3]1[C:4](=[O:30])[NH:5][c:6]2[cH:7][c:8]([C:12](=[O:13])[c:14]3[cH:15][c:16]([NH:20][C:21](=[O:22])[c:23]4[n:24]([CH3:29])[n:25][c:26]([CH3:28])[cH:27]4)[cH:17][cH:18][cH:19]3)[cH:9][cH:10][c:11]21)[NH:46][c:43]1[cH:42][cH:41][c:40]([NH:39][CH2:38][CH2:37][N:34]2[CH2:33][CH2:32][O:31][CH2:36][CH2:35]2)[cH:45][cH:44]1.